Dataset: the Open Reaction Database (ORD), a public repository of structured organic reaction records. Task: describe an organic reaction: reactants, conditions, products, and yield Starting materials: CCNCC1CNCC1C, C1CCC2=NCCCN2CC1, CC#N, O=C(O)c1cn(C2CC2)c2c(F)c(F)c(F)cc2c1=O. Yields the product CCNCC1CN(c2c(F)cc3c(=O)c(C(=O)O)cn(C4CC4)c3c2F)CC1C. As a reaction SMILES: [CH2:21]([CH3:22])[NH:23][CH2:24][CH:25]1[CH2:26][NH:27][CH2:28][CH:29]1[CH3:30].[CH2:31]1[CH2:32][CH2:33][C:34]2=[N:39][CH2:38][CH2:37][CH2:36][N:35]2[CH2:40][CH2:41]1.[CH3:42][C:43]#[N:44].[CH:1]1([n:4]2[cH:5][c:6]([C:18](=[O:19])[OH:20])[c:7](=[O:17])[c:8]3[cH:9][c:10]([F:16])[c:11]([F:15])[c:12]([F:14])[c:13]23)[CH2:2][CH2:3]1>>[CH:1]1([n:4]2[cH:5][c:6]([C:18](=[O:19])[OH:20])[c:7](=[O:17])[c:8]3[cH:9][c:10]([F:16])[c:11]([N:27]4[CH2:26][CH:25]([CH2:24][NH:23][CH2:21][CH3:22])[CH:29]([CH3:30])[CH2:28]4)[c:12]([F:14])[c:13]23)[CH2:2][CH2:3]1. Starting materials: ClC1=C2N(C(N(C2=NC(=N1)C1=CC=CC=C1)C)=O)CC(=O)N(C1=CC=CC=C1)CC (6-chloro-N-ethyl-8,9-dihydro-9-methyl-8-oxo-2-phenyl-N-phenyl-7H-purin-7-acetamide), solution, C[O-].[Na+] (sodium methoxide). The solvent is CO (methanol), CO (methanol), CN1C(N(CC1)C)=O (1,3-dimethyl-2-imidazolidinone). Yields the product C(C)N(C(CN1C(N(C2=NC(=NC(=C12)OC)C1=CC=CC=C1)C)=O)=O)C1=CC=CC=C1 (N-ethyl-8,9-dihydro-6-methoxy-9-methyl-8-oxo-2-phenyl-N-phenyl-7H-purin-7-acetamide). As a reaction SMILES: Cl[C:2]1[N:10]=[C:9]([C:11]2[CH:16]=[CH:15][CH:14]=[CH:13][CH:12]=2)[N:8]=[C:7]2[C:3]=1[N:4]([CH2:19][C:20]([N:22]([CH2:29][CH3:30])[C:23]1[CH:28]=[CH:27][CH:26]=[CH:25][CH:24]=1)=[O:21])[C:5](=[O:18])[N:6]2[CH3:17].[CH3:31][O-:32].[Na+]>CO.CN1CCN(C)C1=O>[CH2:29]([N:22]([C:23]1[CH:28]=[CH:27][CH:26]=[CH:25][CH:24]=1)[C:20](=[O:21])[CH2:19][N:4]1[C:3]2[C:7](=[N:8][C:9]([C:11]3[CH:16]=[CH:15][CH:14]=[CH:13][CH:12]=3)=[N:10][C:2]=2[O:32][CH3:31])[N:6]([CH3:17])[C:5]1=[O:18])[CH3:30] |f:1.2|. Reported procedure: A mixture of 6-chloro-N-ethyl-8,9-dihydro-9-methyl-8-oxo-2-phenyl-N-phenyl-7H-purin-7-acetamide (0.6 g) obtained in Example 45, a 28% solution of sodium methoxide in methanol (0.3 g), methanol (20 ml) and 1,3-dimethyl-2-imidazolidinone (5 ml) is refluxed for four hours. The reaction mixture is concentrated under reduced pressure, and to the residue are added water and chloroform. The chloroform layer is separated, dried over anhydrous sodium sulfate, and concentrated under reduced pressure. The ... The reactants are CC=1C=NC(=NC1)C#N (5-methylpyrimidine-2-carbonitrile), C(C)[Mg]Br (Ethyl magnesium bromide), O (water), B(F)(F)F (BF3). Reagents/catalysts: CC([O-])C.[Ti+4].CC([O-])C.CC([O-])C.CC([O-])C (titanium isopropoxide). The solvent is C1CCOC1 (THF), C1CCOC1 (THF). The product is CC=1C=NC(=NC1)C1(CC1)N (1-(5-methylpyrimidin-2-yl)cyclopropanamine). Reaction SMILES: [CH3:1][C:2]1[CH:3]=[N:4][C:5]([C:8]#[N:9])=[N:6][CH:7]=1.[CH2:10]([Mg]Br)[CH3:11].B(F)(F)F.O>C1COCC1.CC(C)[O-].[Ti+4].CC(C)[O-].CC(C)[O-].CC(C)[O-]>[CH3:1][C:2]1[CH:3]=[N:4][C:5]([C:8]2([NH2:9])[CH2:11][CH2:10]2)=[N:6][CH:7]=1 |f:5.6.7.8.9|. Reported procedure: To a solution of 5-methylpyrimidine-2-carbonitrile (200 mg, 1.7 mmol, 1 eq) in dry THF under an argon atmosphere was added titanium isopropoxide (0.58 ml, 2.0 mmol, 1.2 eq) slowly at ambient temperature and the reaction mixture was stirred for 15 mins Ethyl magnesium bromide (1M solution) in THF (4 ml, 4.0 mmol, 2.4 eq) was added via syringe slowly at ambient temperature. Then the reaction mixture was stirred for an hour. BF3.EtO (0.36 ml, 2.6 mmol, 1.5 eq) was added slowly through syringe to th... The reactants are ON=C1C(C(SC1C)C)C(=O)OC (tetrahydro-4-(hydroxyimino)-2,5-dimethyl-3-thiophenecarboxylic acid, methyl ester), Cl (hydrogen chloride). Run in C(C)OCC (diethyl ether). Yields the product NC=1C(=C(SC1C)C)C(=O)OC (4-amino-2,5-dimethyl-3-thiophenecarboxylic acid, methyl ester). Isolated yield 47.1%. RXN SMILES: O[N:2]=[C:3]1[CH:7]([CH3:8])[S:6][CH:5]([CH3:9])[CH:4]1[C:10]([O:12][CH3:13])=[O:11].Cl>C(OCC)C>[NH2:2][C:3]1[C:4]([C:10]([O:12][CH3:13])=[O:11])=[C:5]([CH3:9])[S:6][C:7]=1[CH3:8]. Procedure: A cooled solution of 80 g (0.39 mol) of tetrahydro-4-(hydroxyimino)-2,5-dimethyl-3-thiophenecarboxylic acid, methyl ester (Example D) in 1 L of anhydrous diethyl ether is saturated with dry hydrogen chloride over a period of one hour. The solution is stirred and allowed to reach room temperature over fourteen hours. The resulting precipitate is filtered, dissolved in 200 ml of water, neutralized with concentrated ammonium hydroxide and the aqueous solution is extracted with 200 ml of diethyl eth... Starting materials: C1CCOC1, CON(C)C(=O)CCc1c(Cl)cc(Cl)cc1Cl. Product: CC(=O)CCc1c(Cl)cc(Cl)cc1Cl. RXN SMILES: [CH2:18]1[O:19][CH2:20][CH2:21][CH2:22]1.[CH3:1][O:2][N:3]([C:4]([CH2:5][CH2:6][c:7]1[c:8]([Cl:15])[cH:9][c:10]([Cl:14])[cH:11][c:12]1[Cl:13])=[O:16])[CH3:17]>>[C:4]([CH2:5][CH2:6][c:7]1[c:8]([Cl:15])[cH:9][c:10]([Cl:14])[cH:11][c:12]1[Cl:13])(=[O:16])[CH3:18]. Reactants: C1(=CC=CC=C1)C(CC=CCCCC(=O)OCC)(C1=CC=CC=C1)C1=CC=CC=C1 (ethyl 8,8,8-triphenyloct-5-enoate). Reagents/catalysts: [Pd] (Pd-C). Solvent: C(C)O (ethanol). Reaction conditions: time 6 hour. Product: C1(=CC=CC=C1)C(CCCCCCC(=O)OCC)(C1=CC=CC=C1)C1=CC=CC=C1 (Ethyl 8,8,8-triphenyloctanoate). Isolated yield 98.5%. As a reaction SMILES: [C:1]1([C:7]([C:25]2[CH:30]=[CH:29][CH:28]=[CH:27][CH:26]=2)([C:19]2[CH:24]=[CH:23][CH:22]=[CH:21][CH:20]=2)[CH2:8][CH:9]=[CH:10][CH2:11][CH2:12][CH2:13][C:14]([O:16][CH2:17][CH3:18])=[O:15])[CH:6]=[CH:5][CH:4]=[CH:3][CH:2]=1>[Pd].C(O)C>[C:1]1([C:7]([C:25]2[CH:30]=[CH:29][CH:28]=[CH:27][CH:26]=2)([C:19]2[CH:20]=[CH:21][CH:22]=[CH:23][CH:24]=2)[CH2:8][CH2:9][CH2:10][CH2:11][CH2:12][CH2:13][C:14]([O:16][CH2:17][CH3:18])=[O:15])[CH:2]=[CH:3][CH:4]=[CH:5][CH:6]=1. Procedure details: To an ethanol solution (6.3 ml) of ethyl 8,8,8-triphenyloct-5-enoate (626 mg) was added 10% Pd-C (188 mg). The mixture was subjected to catalytic hydrogenation for six hours at ambient temperatures under atmospheric pressure. The catalyst was filtered off and the filtrate was concentrated under reduced pressure. The concentrate was purified by means of a silica gel column chromatography (hexane:ethyl acetate=10:1) to afford 620 mg of the title compound. The reactants are BrCCCCOC1=CC2=C(C(=NS2)C2=CC=C(C=C2)Br)C=C1 (6-(4-Bromo-butoxy)-3-(4-bromo-phenyl)-benzo[d]isothiazole), C(C)(=O)N1CCNCC1 (1-Acetylpiperazine). Product: BrC1=CC=C(C=C1)C1=NSC2=C1C=CC(=C2)OCCCCN2CCN(CC2)C(C)=O (1-(4-(4-[3-(4-Bromo-phenyl)-benzo[d]isothiazol-6-yloxy]-butyl)-piperazin-1-yl)-ethanone). Reaction SMILES: Br[CH2:2][CH2:3][CH2:4][CH2:5][O:6][C:7]1[CH:22]=[CH:21][C:10]2[C:11]([C:14]3[CH:19]=[CH:18][C:17]([Br:20])=[CH:16][CH:15]=3)=[N:12][S:13][C:9]=2[CH:8]=1.[C:23]([N:26]1[CH2:31][CH2:30][NH:29][CH2:28][CH2:27]1)(=[O:25])[CH3:24]>>[Br:20][C:17]1[CH:18]=[CH:19][C:14]([C:11]2[C:10]3[CH:21]=[CH:22][C:7]([O:6][CH2:5][CH2:4][CH2:3][CH2:2][N:29]4[CH2:30][CH2:31][N:26]([C:23](=[O:25])[CH3:24])[CH2:27][CH2:28]4)=[CH:8][C:9]=3[S:13][N:12]=2)=[CH:15][CH:16]=1. Procedure: In analogy to example 3.1, 6-(4-Bromo-butoxy)-3-(4-bromo-phenyl)-benzo[d]isothiazole and 1-Acetylpiperazine were converted to yield 1-(4-(4-[3-(4-Bromo-phenyl)-benzo[d]isothiazol-6-yloxy]-butyl)-piperazin-1-yl)-ethanone as white solid, MS: 488(MH+, 1Br).